This data is from the Open Reaction Database (ORD), a public repository of structured organic reaction records. The task is: describe an organic reaction: reactants, conditions, products, and yield Starting materials: CC1C=2C=CC=CC2C=2NC(C=3N(C21)C=CN3)=O (10-methyl-5H,10H-imidazo[1,2-a]indeno[1,2-e]pyrazin-4-one), [H-].[Na+] (sodium hydride), [H-].[Na+] (sodium hydride), Cl.ClCC1=CC=NC=C1 (4-chloromethylpyridine hydrochloride), C[Si](Cl)(C)C (trimethylchlorosilane), ice water. The solvent is CN(C=O)C (dimethylformamide), C(C)(=O)O (acetic acid). Run at time 1 hour. Product: CC1(C=2C=CC=CC2C=2NC(C=3N(C21)C=CN3)=O)CC3=CC=NC=C3 (10-methyl-10-(4-pyridylmethyl)-5H,10H-imidazo-[1,2-a]indeno[1,2-e]pyrazin-4-one). Isolated yield 27.1%. RXN SMILES: [CH3:1][CH:2]1[C:14]2[N:13]3[CH:15]=[CH:16][N:17]=[C:12]3[C:11](=[O:18])[NH:10][C:9]=2[C:8]2[CH:7]=[CH:6][CH:5]=[CH:4][C:3]1=2.[H-].[Na+].C[Si](C)(C)Cl.Cl.Cl[CH2:28][C:29]1[CH:34]=[CH:33][N:32]=[CH:31][CH:30]=1>C(O)(=O)C.CN(C)C=O>[CH3:1][C:2]1([CH2:28][C:29]2[CH:34]=[CH:33][N:32]=[CH:31][CH:30]=2)[C:14]2[N:13]3[CH:15]=[CH:16][N:17]=[C:12]3[C:11](=[O:18])[NH:10][C:9]=2[C:8]2[CH:7]=[CH:6][CH:5]=[CH:4][C:3]1=2 |f:1.2,4.5|. Reported procedure: To a stirred mixture of 0.48 g of 10-methyl-5H,10H-imidazo[1,2-a]indeno[1,2-e]pyrazin-4-one, 25 ml of dimethylformamide and 0.33 g of 80% sodium hydride is added 0.3 ml of trimethylchlorosilane at a temperature in the region of 20° C. and under cover of argon. The stirring is continued for one hour, followed by the addition of 0.07 g of 80% sodium hydride and the stirring is continued for 30 minutes. 0.36 g of 4-chloromethylpyridine hydrochloride is then added and the stirring is continued for 2... Solvent: C(=O)(C(F)(F)F)O.C(Cl)Cl (TFA CH2Cl2). As a reaction SMILES: [C:1]([C:3]1[CH:25]=[CH:24][C:6]([CH2:7][N:8]2[C:12]([CH2:13][CH2:14][N:15](C(C)(C)C)[C:16]([NH2:18])=[O:17])=[CH:11][N:10]=[C:9]2[CH3:23])=[CH:5][C:4]=1[F:26])#[N:2]>C(O)(C(F)(F)F)=O.C(Cl)Cl>[C:1]([C:3]1[CH:25]=[CH:24][C:6]([CH2:7][N:8]2[C:12]([CH2:13][CH2:14][NH:15][C:16]([NH2:18])=[O:17])=[CH:11][N:10]=[C:9]2[CH3:23])=[CH:5][C:4]=1[F:26])#[N:2] |f:1.2|. Reported procedure: {2-[3-(4-cyano-3-fluoro-benzyl)-2-methyl-3H-imidazol-4-yl]-ethyl}-tert-butyl urea (as described above in Step A) (0.41 g) was dissolved in TFA/CH2Cl2 3:1 (5.0 mL) and stirred at ambient temperature for 72 hr. The solvents were removed in vacuo to obtain the title compound. Reaction conditions: time 72 hour. Reactants: C(#N)C1=C(C=C(CN2C(=NC=C2CCN(C(=O)N)C(C)(C)C)C)C=C1)F ({2-[3-(4-cyano-3-fluoro-benzyl)-2-methyl-3H-imidazol-4-yl]-ethyl}-tert-butyl Urea). The product is C(#N)C1=C(C=C(CN2C(=NC=C2CCNC(=O)N)C)C=C1)F ({2-[3-(4-cyano-3-fluoro-benzyl)-2-methyl-3H-imidazol-4-yl]-ethyl}-urea).